Dataset: the Open Reaction Database (ORD), a public repository of structured organic reaction records. Task: describe an organic reaction: reactants, conditions, products, and yield Starting materials: [Na+].N1(CCCC1)CCOC1=C(C(=O)[O-])C=C(C=C1)C1=C(C2=C(S1)C=CC=C2)CC2=CC=C(C=C2)OCCN2CCCC2 (2-[2-(1-Pyrrolidinyl)ethoxy]-5-[3-[4-[2-(1-pyrrolidinyl)ethoxy]benzyl]benzo[b]thiophen-2-yl]benzoic Acid Sodium Salt), ClCCCC(=O)OC (methyl 4-chlorobutyrate). The product is [Na+].[Na+].C(=O)(O)CCCOC1=C(C(=O)[O-])C=C(C=C1)C1=C(C2=C(S1)C=CC=C2)CC2=CC=C(C=C2)OCCN2CCCC2.C(=O)(O)CCCOC2=C(C(=O)[O-])C=C(C=C2)C2=C(C1=C(S2)C=CC=C1)CC1=CC=C(C=C1)OCCN1CCCC1 (2-(3-Carboxypropoxy)-5-[3-[4-[2-(1-pyrrolidinyl)ethoxy]benzyl]benzo[b]thiophen-2-yl]benzoic Acid Disodium Salt). The yield is 54.0%. As a reaction SMILES: [Na+:1].N1(C[CH2:8][O:9][C:10]2[CH:18]=[CH:17][C:16]([C:19]3[S:23][C:22]4[CH:24]=[CH:25][CH:26]=[CH:27][C:21]=4[C:20]=3[CH2:28][C:29]3[CH:34]=[CH:33][C:32]([O:35][CH2:36][CH2:37][N:38]4[CH2:42][CH2:41][CH2:40][CH2:39]4)=[CH:31][CH:30]=3)=[CH:15][C:11]=2[C:12]([O-:14])=[O:13])CCCC1.ClC[CH2:45][CH2:46][C:47]([O:49]C)=[O:48]>>[Na+:1].[Na+:1].[C:47]([CH2:46][CH2:45][CH2:8][O:9][C:10]1[CH:18]=[CH:17][C:16]([C:19]2[S:23][C:22]3[CH:24]=[CH:25][CH:26]=[CH:27][C:21]=3[C:20]=2[CH2:28][C:29]2[CH:30]=[CH:31][C:32]([O:35][CH2:36][CH2:37][N:38]3[CH2:42][CH2:41][CH2:40][CH2:39]3)=[CH:33][CH:34]=2)=[CH:15][C:11]=1[C:12]([O-:14])=[O:13])([OH:49])=[O:48].[C:47]([CH2:46][CH2:45][CH2:8][O:9][C:10]1[CH:18]=[CH:17][C:16]([C:19]2[S:23][C:22]3[CH:24]=[CH:25][CH:26]=[CH:27][C:21]=3[C:20]=2[CH2:28][C:29]2[CH:30]=[CH:31][C:32]([O:35][CH2:36][CH2:37][N:38]3[CH2:42][CH2:41][CH2:40][CH2:39]3)=[CH:33][CH:34]=2)=[CH:15][C:11]=1[C:12]([O-:14])=[O:13])([OH:49])=[O:48] |f:0.1,3.4.5.6|. Procedure details: The title compound was prepared in 54% yield by essentially following the procedures outlined in above in Example 1, Part A, from the phenol of Example 1, Part I, above, and methyl 4-chlorobutyrate. Procedure details: Fumaric acid (2.7 g) is added to a solution of N-propyl-10-[1-pyrrolidinyl)-2-propyl]-2-phenothiazinecarbothioamide, L series (9.5 g), in ethanol (100 cc). The solution obtained is concentrated to dryness under reduced pressure (300 mm Hg; 4 kPa) at 40° C. The meringue-like yellow residue is taken up with acetic acid (200 cc). Mercuric acetate (7.3 g) is added to the solution obtained and the mixture is stirred for 16 hours at a temperature in the region of 20° C. The black suspension obtained i... RXN SMILES: [C:1](O)(=O)/[CH:2]=[CH:3]/[C:4](O)=O.[CH:9]1[C:22]2[NH:21][C:20]3[C:15](=[CH:16][CH:17]=[CH:18][CH:19]=3)[S:14][C:13]=2[CH:12]=[CH:11][C:10]=1[C:23](=S)[NH2:24].[OH2:26]>C(O)C>[CH2:10]([NH:24][C:23]([C:10]1[CH:11]=[CH:12][C:13]2[S:14][C:15]3[C:20](=[CH:19][CH:18]=[CH:17][CH:16]=3)[N:21]([CH:19]([CH3:18])[CH2:20][N:21]3[CH2:4][CH2:3][CH2:2][CH2:1]3)[C:22]=2[CH:9]=1)=[O:26])[CH2:9][CH3:22]. Run at temperature 20 celsius, time 16 hour. The reactants are C(\C=C\C(=O)O)(=O)O (Fumaric acid), C1=C(C=CC=2SC3=CC=CC=C3NC12)C(N)=S (2-phenothiazinecarbothioamide), O (water). Yields the product C(CC)NC(=O)C1=CC=2N(C3=CC=CC=C3SC2C=C1)C(CN1CCCC1)C (N-propyl-10-[1-(pyrrolidinyl)-2-propyl]-2-phenothiazinecarboxamide). The solvent is C(C)O (ethanol). Reactants: CCOC(=O)Nc1ccc2c(c1[N+](=O)[O-])CCC2Nc1ccc(F)cc1, CO. Yields the product CCOC(=O)Nc1ccc2c(c1N)CCC2Nc1ccc(F)cc1. RXN SMILES: [CH2:1]([CH3:2])[O:3][C:4]([NH:5][c:6]1[c:7]([N+:23]([O-:24])=[O:25])[c:8]2[c:12]([cH:13][cH:14]1)[CH:11]([NH:15][c:16]1[cH:17][cH:18][c:19]([F:22])[cH:20][cH:21]1)[CH2:10][CH2:9]2)=[O:26].[CH3:27][OH:28]>>[CH2:1]([CH3:2])[O:3][C:4]([NH:5][c:6]1[c:7]([NH2:23])[c:8]2[c:12]([cH:13][cH:14]1)[CH:11]([NH:15][c:16]1[cH:17][cH:18][c:19]([F:22])[cH:20][cH:21]1)[CH2:10][CH2:9]2)=[O:26]. Reactants: Intermediate I, ClC1=C(C(=CC=C1)F)CN ((2-chloro-6-fluorophenyl)methanamine), BrC=1C=CC=2N(C1)C=C(N2)C(=O)OCC (ethyl 6-bromoimidazo[1,2-a]pyridine-2-carboxylate). Product: BrC=1C=CC=2N(C1)C=C(N2)C(=O)NCC2=C(C=CC=C2F)Cl (6-Bromo-N-(2-chloro-6-fluorobenzyl)imidazo[1,2-a]pyridine-2-carboxamide). As a reaction SMILES: [Cl:1][C:2]1[CH:7]=[CH:6][CH:5]=[C:4]([F:8])[C:3]=1[CH2:9][NH2:10].[Br:11][C:12]1[CH:13]=[CH:14][C:15]2[N:16]([CH:18]=[C:19]([C:21](OCC)=[O:22])[N:20]=2)[CH:17]=1>>[Br:11][C:12]1[CH:13]=[CH:14][C:15]2[N:16]([CH:18]=[C:19]([C:21]([NH:10][CH2:9][C:3]3[C:4]([F:8])=[CH:5][CH:6]=[CH:7][C:2]=3[Cl:1])=[O:22])[N:20]=2)[CH:17]=1. Procedure: The title compound was prepared by essentially following the same procedures described for Intermediate I, using (2-chloro-6-fluorophenyl)methanamine and ethyl 6-bromoimidazo[1,2-a]pyridine-2-carboxylate as starting materials. The reactants are C(C)C1(CCCC1)O (1-ethylcyclopentanol), CN1C(CCC1)=O (N-methylpyrrolidone), N12CCCCCC2=NCCC1 (1,8-diazabicylco[5,4,0]undec-7-ene), BrCC(=O)Br (bromoacetyl bromide). The solvent is C(C)(=O)OCC (ethyl acetate), O (water). Conditions: time 5 hour. Yields the product BrCC(=O)OC1(CCCC1)CC ((1-ethyl)cyclopentyl bromoacetate). Yield: 88.2%. Reaction SMILES: [CH2:1]([C:3]1([OH:8])[CH2:7][CH2:6][CH2:5][CH2:4]1)[CH3:2].CN1CCCC1=O.N12CCCN=C1CCCCC2.[Br:27][CH2:28][C:29](Br)=[O:30]>C(OCC)(=O)C.O>[Br:27][CH2:28][C:29]([O:8][C:3]1([CH2:1][CH3:2])[CH2:7][CH2:6][CH2:5][CH2:4]1)=[O:30]. Reported procedure: Subsequently, a mixed solution containing 14.00 g of 1-ethylcyclopentanol, 220 mL of N-methylpyrrolidone (NMP) and 28.00 g of 1,8-diazabicylco[5,4,0]undec-7-ene (DBU) was cooled in an ice bath, and 61.87 g of bromoacetyl bromide was added dropwise. The mixture was stirred at room temperature for 5 hours, and the reaction solution was cooled in an ice bath. The reaction was then stopped by adding dropwise distilled water, and the reaction solution was diluted with 800 mL of ethyl acetate and wash... Starting materials: CO, [Li+], [OH-], O, COC(=O)CCCC1CCCCN1S(=O)(=O)c1cccc2ccccc12. Yields the product O=C(O)CCCC1CCCCN1S(=O)(=O)c1cccc2ccccc12. As a reaction SMILES: [CH3:30][OH:31].[Li+:1].[OH-:2].[OH2:29].[c:3]1([S:13](=[O:14])(=[O:15])[N:16]2[CH:17]([CH2:22][CH2:23][CH2:24][C:25](=[O:26])[O:27][CH3:28])[CH2:18][CH2:19][CH2:20][CH2:21]2)[cH:4][cH:5][cH:6][c:7]2[cH:8][cH:9][cH:10][cH:11][c:12]12>>[c:3]1([S:13](=[O:14])(=[O:15])[N:16]2[CH:17]([CH2:22][CH2:23][CH2:24][C:25](=[O:26])[OH:27])[CH2:18][CH2:19][CH2:20][CH2:21]2)[cH:4][cH:5][cH:6][c:7]2[cH:8][cH:9][cH:10][cH:11][c:12]12. The reactants are O=C(CNC(=O)c1cccc(C(F)(F)F)c1)NC1CNC1, O=C1CCC(c2ncccc2O)CC1. Product: O=C(CNC(=O)c1cccc(C(F)(F)F)c1)NC1CN(C2CCC(c3ncccc3O)CC2)C1. As a reaction SMILES: [NH:15]1[CH2:16][CH:17]([NH:19][C:20](=[O:21])[CH2:22][NH:23][C:24]([c:25]2[cH:26][c:27]([C:31]([F:32])([F:33])[F:34])[cH:28][cH:29][cH:30]2)=[O:35])[CH2:18]1.[OH:1][c:2]1[c:3]([CH:8]2[CH2:9][CH2:10][C:11](=[O:14])[CH2:12][CH2:13]2)[n:4][cH:5][cH:6][cH:7]1>>[OH:1][c:2]1[c:3]([CH:8]2[CH2:9][CH2:10][CH:11]([N:15]3[CH2:16][CH:17]([NH:19][C:20](=[O:21])[CH2:22][NH:23][C:24]([c:25]4[cH:26][c:27]([C:31]([F:32])([F:33])[F:34])[cH:28][cH:29][cH:30]4)=[O:35])[CH2:18]3)[CH2:12][CH2:13]2)[n:4][cH:5][cH:6][cH:7]1. Starting materials: N(C(=N)N)N=C1C=2C(=NNC2CC(C1)C1=C(C=CC=C1)Cl)C (4-guanidinoimino-6-(2-chlorophenyl)-3-methyl-4,5,6,7-tetrahydroindazole), CS(=O)(=O)O (methanesulfonic acid). Solvent: C(C)O (ethanol). The product is CS(=O)(=O)O.N(C(=N)N)N=C1C=2C(=NNC2CC(C1)C1=C(C=CC=C1)Cl)C (4-guanidinoimino-6-(2-chlorophenyl)-3-methyl-4,5,6,7-tetrahydroindazole methanesulfonate). Isolated yield 71.6%. As a reaction SMILES: [NH:1]([N:5]=[C:6]1[CH2:14][CH:13]([C:15]2[CH:20]=[CH:19][CH:18]=[CH:17][C:16]=2[Cl:21])[CH2:12][C:11]2[NH:10][N:9]=[C:8]([CH3:22])[C:7]1=2)[C:2]([NH2:4])=[NH:3].[CH3:23][S:24]([OH:27])(=[O:26])=[O:25]>C(O)C>[CH3:23][S:24]([OH:27])(=[O:26])=[O:25].[NH:1]([N:5]=[C:6]1[CH2:14][CH:13]([C:15]2[CH:20]=[CH:19][CH:18]=[CH:17][C:16]=2[Cl:21])[CH2:12][C:11]2[NH:10][N:9]=[C:8]([CH3:22])[C:7]1=2)[C:2]([NH2:4])=[NH:3] |f:3.4|. Procedure: A mixture of 6-(2-chlorophenyl)-3-methyl-4,5,6,7-tetrahydroindazol-4-one (1.05 g), aminoguanidine hydrochloride (0.47 g), concentrated hydrochloric acid (0.44 ml), water (0.44 ml) and ethanol (70 ml) was refluxed for 6 hours. Under reduced pressure, the solvent was evaporated, and to the residue was added sodium hydrogen carbonate solution. The mixture was extracted with ethyl acetate. The organic layer was washed with water and saturated brine, and dried with magnesium sulfate. Under reduced pr... Reaction conditions: temperature 30 celsius, time 15 minute. The solvent is CCCCCC (n-hexane). The product is CCCSC=1N=C(C2=C(N1)N(N=N2)[C@@H]3C[C@@H]([C@H]([C@H]3O)O)OCCO)N[C@@H]4C[C@H]4C=5C=CC(=C(C5)F)F.C(=O)([O-])[C@@H](O)[C@H](O)C(=O)[O-] (Ticagrelor D-Tartrate). Reactants: CCCSC=1N=C(C2=C(N1)N(N=N2)[C@@H]3C[C@@H]([C@H]([C@H]3O)O)OCCO)N[C@@H]4C[C@H]4C=5C=CC(=C(C5)F)F (Ticagrelor), CC(=O)C (acetone), C(C(O)C(O)C(=O)O)(=O)O ((−)-tartaric acid). The yield is 93.0%. As a reaction SMILES: [CH3:1][CH2:2][CH2:3][S:4][C:5]1[N:6]=[C:7]([NH:25][C@H:26]2[C@H:28]([C:29]3[CH:30]=[CH:31][C:32]([F:36])=[C:33]([F:35])[CH:34]=3)[CH2:27]2)[C:8]2[N:13]=[N:12][N:11]([C@H:14]3[C@H:18]([OH:19])[C@H:17]([OH:20])[C@@H:16]([O:21][CH2:22][CH2:23][OH:24])[CH2:15]3)[C:9]=2[N:10]=1.CC(C)=O.[C:41]([OH:50])(=[O:49])[CH:42]([CH:44]([C:46]([OH:48])=[O:47])[OH:45])[OH:43]>CCCCCC>[CH3:1][CH2:2][CH2:3][S:4][C:5]1[N:6]=[C:7]([NH:25][C@H:26]2[C@H:28]([C:29]3[CH:30]=[CH:31][C:32]([F:36])=[C:33]([F:35])[CH:34]=3)[CH2:27]2)[C:8]2[N:13]=[N:12][N:11]([C@H:14]3[C@H:18]([OH:19])[C@H:17]([OH:20])[C@@H:16]([O:21][CH2:22][CH2:23][OH:24])[CH2:15]3)[C:9]=2[N:10]=1.[C:46]([C@H:44]([C@@H:42]([C:41]([O-:50])=[O:49])[OH:43])[OH:45])([O-:48])=[O:47] |f:4.5|. Reported procedure: Ticagrelor (0.5 g) and acetone (10 mL) were charged into a round bottom flask and the mixture was stirred at about 30° C. for about 15 minutes for clear solution. Then D (−)-tartaric acid (0.16 g) was added to the above reaction mixture at about 30° C. and mixture was stirred for overnight. To the clear solution, n-hexane (35 mL) was added and stirred for about 1 hour at 25-30° C. for solid separation. The solid was filtered, washed with n-hexane (5 mL) and dried to afford the title compound in ...